Dataset: the Open Reaction Database (ORD), a public repository of structured organic reaction records. Task: describe an organic reaction: reactants, conditions, products, and yield The reactants are ClC1=C(COCC2CC3=C(N(C=N3)C(C3=CC=CC=C3)(C3=CC=CC=C3)C3=CC=CC=C3)CC2)C=C(C=C1)C(F)(F)F (5-(2-chloro-5-trifluoromethylbenzyloxymethyl)-1-triphenylmethyl-4,5,6,7-tetrahydro-1H-benzimidazole), ClC1=C(COCC2CC3=C(N=CN3C(C3=CC=CC=C3)(C3=CC=CC=C3)C3=CC=CC=C3)CC2)C=C(C=C1)C(F)(F)F (5-(2-chloro-5-trifluoromethylbenzyloxymethyl)-3-triphenylmethyl-4,5,6,7-tetrahydro-3H-benzimidazole). Solvent: C(C)(=O)O (acetic acid), O (water). Reaction conditions: temperature 90 celsius. Product: ClC1=C(COCC2CC3=C(NC=N3)CC2)C=C(C=C1)C(F)(F)F (5-(2-Chloro-5-trifluoromethylbenzyloxymethyl)-4,5,6,7-tetrahydro-1H-benzimidazole). RXN SMILES: [Cl:1][C:2]1[CH:38]=[CH:37][C:36]([C:39]([F:42])([F:41])[F:40])=[CH:35][C:3]=1[CH2:4][O:5][CH2:6][CH:7]1[CH2:34][CH2:33][C:10]2[N:11](C(C3C=CC=CC=3)(C3C=CC=CC=3)C3C=CC=CC=3)[CH:12]=[N:13][C:9]=2[CH2:8]1.ClC1C=CC(C(F)(F)F)=CC=1COCC1CCC2N=CN(C(C3C=CC=CC=3)(C3C=CC=CC=3)C3C=CC=CC=3)C=2C1>C(O)(=O)C.O>[Cl:1][C:2]1[CH:38]=[CH:37][C:36]([C:39]([F:41])([F:40])[F:42])=[CH:35][C:3]=1[CH2:4][O:5][CH2:6][CH:7]1[CH2:34][CH2:33][C:10]2[NH:11][CH:12]=[N:13][C:9]=2[CH2:8]1. Reported procedure: A solution of a mixture of 5-(2-chloro-5-trifluoromethylbenzyloxymethyl)-1-triphenylmethyl-4,5,6,7-tetrahydro-1H-benzimidazole and 5-(2-chloro-5-trifluoromethylbenzyloxymethyl)-3-triphenylmethyl-4,5,6,7-tetrahydro-3H-benzimidazole in a mixture of acetic acid (5 ml) and water (0.6 ml) was heated to 90° C. for 2 hours. The reaction mixture was cooled to room temperature. The solvent was removed in vacuo. The crude product was purified by flash chromatography on silica (40 g), using a mixture of DC... Yield: 92.7%. RXN SMILES: [CH2:1]([NH:4][C:5]1[C:6]2[C:7](=[CH:13][N:14](C(OC)(C)C)[N:15]=2)[N:8]=[CH:9][C:10]=1[CH2:11][OH:12])[CH:2]=[CH2:3].Cl.C(=O)([O-])[O-].[Na+].[Na+]>O>[CH2:1]([NH:4][C:5]1[C:10]([CH2:11][OH:12])=[CH:9][N:8]=[C:7]2[CH:13]=[N:14][NH:15][C:6]=12)[CH:2]=[CH2:3] |f:2.3.4|. The solvent is O (water). Procedure: 7-Allylamino-6-hydroxymethyl-2-(2-methoxy-2-propyl)-2H-pyrazolo[4,3-b]pyridine (1.30 g, 4.7 mmol) was suspended in water (15 ml) and made acidic with 6N hydrochloric acid. After 45 min the solution was adjusted to pH 9 with 10% sodium carbonate solution. The precipitated solid was filtered off and dried to give the title compound (0.89 g, 93%), m.p. 190°-192° C. Found: C, 58.58; H, 5.62; N, 27.25 C10H12N4O requires C, 58.81; H, 5.92; N, 27.43% Product: C(C=C)NC1=C2C(=NC=C1CO)C=NN2 (7-Allylamino-6-hydroxymethyl-1H-pyrazolo[4,3-b]pyridine). Reactants: C(C=C)NC=1C=2C(N=CC1CO)=CN(N2)C(C)(C)OC (7-Allylamino-6-hydroxymethyl-2-(2-methoxy-2-propyl)-2H-pyrazolo[4,3-b]pyridine), Cl (hydrochloric acid), C([O-])([O-])=O.[Na+].[Na+] (sodium carbonate). Reactants: C1(CC1)N1C=C(C(C2=CC(=C(C(=C12)F)N1CCNCC1)F)=O)C(=O)O (1-cyclopropyl-6,8-difluoro-7-(piperazin-1-yl)-1,4-dihydro-4-oxoquinoline-3-carboxylic acid), C(C=C)(=O)OCC1=CC=CC=C1 (benzyl acrylate). The product is C(C1=CC=CC=C1)OC(=O)CCN1CCN(CC1)C1=C(C=C2C(C(=CN(C2=C1F)C1CC1)C(=O)O)=O)F (7-[4-(2-benzyloxycarbonyl-ethyl)-piperazin-1-yl]-1-cyclopropyl-6,8-difluoro-1,4-dihydro-4-oxoquinoline-3-carboxylic acid). Isolated yield 45.0%. Reaction SMILES: [CH:1]1([N:4]2[C:13]3[C:8](=[CH:9][C:10]([F:21])=[C:11]([N:15]4[CH2:20][CH2:19][NH:18][CH2:17][CH2:16]4)[C:12]=3[F:14])[C:7](=[O:22])[C:6]([C:23]([OH:25])=[O:24])=[CH:5]2)[CH2:3][CH2:2]1.[C:26]([O:30][CH2:31][C:32]1[CH:37]=[CH:36][CH:35]=[CH:34][CH:33]=1)(=[O:29])[CH:27]=[CH2:28]>>[CH2:31]([O:30][C:26]([CH2:27][CH2:28][N:18]1[CH2:17][CH2:16][N:15]([C:11]2[C:12]([F:14])=[C:13]3[C:8]([C:7](=[O:22])[C:6]([C:23]([OH:25])=[O:24])=[CH:5][N:4]3[CH:1]3[CH2:2][CH2:3]3)=[CH:9][C:10]=2[F:21])[CH2:20][CH2:19]1)=[O:29])[C:32]1[CH:37]=[CH:36][CH:35]=[CH:34][CH:33]=1. Procedure: 3.5 g (0.01 mol) of 1-cyclopropyl-6,8-difluoro-7-(piperazin-1-yl)-1,4-dihydro-4-oxoquinoline-3-carboxylic acid are heated under reflux with 4 g of benzyl acrylate for 5 hours. The hot solution is filtered, and the precipitate which separates out is filtered off under suction, washed with ethanol and dried. 2.3 g of 7-[4-(2-benzyloxycarbonyl-ethyl)-piperazin-1-yl]-1-cyclopropyl-6,8-difluoro-1,4-dihydro-4-oxoquinoline-3-carboxylic acid having a decomposition temperature of 132°-135° C. are obtaine... Starting materials: FC(C1=C(CN2CCC(CC2)C=O)C=CC(=C1)C(F)(F)F)(F)F (1-[2,4-bis(trifluoromethyl)benzyl]piperidine-4-carbaldehyde), C(C)OCCNC1=NC(SC1)=O (4-[(2-ethoxyethyl)amino]-1,3-thiazol-2(5H)-one), C(C)(=O)[O-].[NH2+]1CCCCC1 (piperidinium acetate). The solvent is CC(C)O (2-propanol). Reaction conditions: temperature 80 celsius, time 2 hour. Yields the product FC(C1=C(CN2CCC(CC2)\C=C/2\C(=NC(S2)=O)NCCOCC)C=CC(=C1)C(F)(F)F)(F)F ((5Z)-5-({1-[2,4-bis(trifluoromethyl)benzyl]piperidin-4-yl}methylidene)-4-[(2-ethoxyethyl)amino]-1,3-thiazol-2(5H)-one). Isolated yield 69.9%. RXN SMILES: [F:1][C:2]([F:23])([F:22])[C:3]1[CH:17]=[C:16]([C:18]([F:21])([F:20])[F:19])[CH:15]=[CH:14][C:4]=1[CH2:5][N:6]1[CH2:11][CH2:10][CH:9]([CH:12]=O)[CH2:8][CH2:7]1.[CH2:24]([O:26][CH2:27][CH2:28][NH:29][C:30]1[CH2:34][S:33][C:32](=[O:35])[N:31]=1)[CH3:25].C([O-])(=O)C.[NH2+]1CCCCC1>CC(O)C>[F:23][C:2]([F:1])([F:22])[C:3]1[CH:17]=[C:16]([C:18]([F:21])([F:20])[F:19])[CH:15]=[CH:14][C:4]=1[CH2:5][N:6]1[CH2:11][CH2:10][CH:9](/[CH:12]=[C:34]2/[C:30]([NH:29][CH2:28][CH2:27][O:26][CH2:24][CH3:25])=[N:31][C:32](=[O:35])[S:33]/2)[CH2:8][CH2:7]1 |f:2.3|. Procedure: To a solution of 1-[2,4-bis(trifluoromethyl)benzyl]piperidine-4-carbaldehyde (2 g) in 2-propanol (20 mL) were added 4-[(2-ethoxyethyl)amino]-1,3-thiazol-2(5H)-one (1.67 g) and piperidinium acetate (0.856 g). The reaction mixture was stirred at 80° C. for 2 hr, and the solvent was evaporated under reduced pressure. Water was added to the residue, and the mixture was extracted with ethyl acetate. The extract was washed with saturated brine, and dried over anhydrous magnesium sulfate, and the solve... The reactants are C(C=C)(=O)OCC(CCCC)CC (2-ethylhexyl acrylate), C=CC(=O)NCCO (HEAA), OCCNC(C=C)=O (N-hydroxyethylacrylamide), monomer ( c ), C(=C)N1C(CCC1)=O (N-vinyl-2-pyrrolidone), CCCCC(CC)C(=O)O (2-EHA), monomer ( a ), monomer ( b ). The solvent is C(C)(=O)OCC (ethyl acetate). Run at time 1 hour. Product: CCCCC(CC)C(=O)O.C=CC(=O)NCCO (2-EHA HEAA). RXN SMILES: C(OCC(CC)CCCC)(=O)C=C.[CH3:14][CH2:15][CH2:16][CH2:17][CH:18]([C:21]([OH:23])=[O:22])[CH2:19][CH3:20].[OH:24][CH2:25][CH2:26][NH:27][C:28](=[O:31])[CH:29]=[CH2:30].C(N1CCCC1=O)=C>C(OCC)(=O)C>[CH3:14][CH2:15][CH2:16][CH2:17][CH:18]([C:21]([OH:23])=[O:22])[CH2:19][CH3:20].[CH2:30]=[CH:29][C:28]([NH:27][CH2:26][CH2:25][OH:24])=[O:31] |f:5.6|. Procedure details: First, 70 parts by weight of 2-ethylhexyl acrylate (which may hereinafter be referred to as “2-EHA”) as the monomer (a), 10 parts by weight of N-hydroxyethylacrylamide (which may hereinafter be referred to as “HEAA”) as the monomer (b), 20 parts by weight of N-vinyl-2-pyrrolidone (which may hereinafter be referred to as “N-VP”) as the monomer (c), and 333.3 parts by weight of ethyl acetate as a solvent were loaded into a reaction vessel provided with a cooling tube, a nitrogen gas-introducing tu... The reactants are CCO, Cc1ccccc1, Clc1cc(Br)ccn1, Cc1ccc(B(O)O)cc1F, [K+], [K+], O=C([O-])[O-], O, c1ccc(P(c2ccccc2)(c2ccccc2)[Pd](P(c2ccccc2)(c2ccccc2)c2ccccc2)(P(c2ccccc2)(c2ccccc2)c2ccccc2)P(c2ccccc2)(c2ccccc2)c2ccccc2)cc1. Product: Cc1ccc(-c2ccnc(Cl)c2)cc1F. Reaction SMILES: [CH3:16][CH2:17][OH:18].[CH3:9][c:10]1[cH:11][cH:12][cH:13][cH:14][cH:15]1.[Cl:1][c:2]1[n:3][cH:4][cH:5][c:6]([Br:8])[cH:7]1.[F:19][c:20]1[cH:21][c:22]([B:27]([OH:28])[OH:29])[cH:23][cH:24][c:25]1[CH3:26].[K+:30].[K+:31].[O-:32][C:33]([O-:34])=[O:35].[OH2:113].[cH:36]1[cH:37][cH:38][c:39]([P:40]([Pd:41]([P:42]([c:43]2[cH:44][cH:45][cH:46][cH:47][cH:48]2)([c:49]2[cH:50][cH:51][cH:52][cH:53][cH:54]2)[c:55]2[cH:56][cH:57][cH:58][cH:59][cH:60]2)([P:61]([c:62]2[cH:63][cH:64][cH:65][cH:66][cH:67]2)([c:68]2[cH:69][cH:70][cH:71][cH:72][cH:73]2)[c:74]2[cH:75][cH:76][cH:77][cH:78][cH:79]2)[P:80]([c:81]2[cH:82][cH:83][cH:84][cH:85][cH:86]2)([c:87]2[cH:88][cH:89][cH:90][cH:91][cH:92]2)[c:93]2[cH:94][cH:95][cH:96][cH:97][cH:98]2)([c:99]2[cH:100][cH:101][cH:102][cH:103][cH:104]2)[c:105]2[cH:106][cH:107][cH:108][cH:109][cH:110]2)[cH:111][cH:112]1>>[Cl:1][c:2]1[n:3][cH:4][cH:5][c:6](-[c:22]2[cH:21][c:20]([F:19])[c:25]([CH3:26])[cH:24][cH:23]2)[cH:7]1. The reactants are BrCC1CC1, O=C([O-])[O-], CCOC(=O)C1(NC(=O)c2cccc(C)c2O)Cc2ccccc2C1, [Cs+], [Cs+], CN(C)C=O. Product: CCOC(=O)C1(NC(=O)c2cccc(C)c2OCC2CC2)Cc2ccccc2C1. As a reaction SMILES: [Br:32][CH2:33][CH:34]1[CH2:35][CH2:36]1.[C:26](=[O:27])([O-:28])[O-:29].[CH2:1]([CH3:2])[O:3][C:4](=[O:5])[C:6]1([NH:15][C:16]([c:17]2[c:18]([OH:24])[c:19]([CH3:23])[cH:20][cH:21][cH:22]2)=[O:25])[CH2:7][c:8]2[cH:9][cH:10][cH:11][cH:12][c:13]2[CH2:14]1.[Cs+:30].[Cs+:31].[O:37]=[CH:38][N:39]([CH3:40])[CH3:41]>>[CH2:1]([CH3:2])[O:3][C:4](=[O:5])[C:6]1([NH:15][C:16]([c:17]2[c:18]([O:24][CH2:33][CH:34]3[CH2:35][CH2:36]3)[c:19]([CH3:23])[cH:20][cH:21][cH:22]2)=[O:25])[CH2:7][c:8]2[cH:9][cH:10][cH:11][cH:12][c:13]2[CH2:14]1. Starting materials: FC1=C(C=CC(=C1)OC1=CC(=NC=C1)NC(=O)N1CCC(CC1)N1CCN(CC1)C)NC(=O)CC1(CC1)CC(=O)NC1=CC=C(C=C1)F (N-(2-Fluoro-4-{[2-({[4-(4-methylpiperazin-1-yl)piperidin-1-yl]carbonyl}amino)pyridin-4-yl]oxy}phenyl)-N′-(4-fluorophenyl)cyclopropane-1,1-dicarboxyamide), C([C@@H](O)CC(=O)O)(=O)O ((2S)-Malic acid). Solvent: C(C)O (ethanol). Reaction conditions: temperature 50 celsius. The product is C([C@@H](O)CC(=O)O)(=O)O.FC1=C(C=CC(=C1)OC1=CC(=NC=C1)NC(=O)N1CCC(CC1)N1CCN(CC1)C)NC(=O)CC1(CC1)CC(=O)NC1=CC=C(C=C1)F (N-(2-Fluoro-4-{[2-({[4-(4-methylpiperazin-1-yl)piperidin-1-yl]carbonyl}amino)pyridin-4-yl]oxy}phenyl)-N′-(4-fluorophenyl)cyclopropane-1,1-dicarboxyamide (2S)-malate). The yield is 76.9%. As a reaction SMILES: [F:1][C:2]1[CH:7]=[C:6]([O:8][C:9]2[CH:14]=[CH:13][N:12]=[C:11]([NH:15][C:16]([N:18]3[CH2:23][CH2:22][CH:21]([N:24]4[CH2:29][CH2:28][N:27]([CH3:30])[CH2:26][CH2:25]4)[CH2:20][CH2:19]3)=[O:17])[CH:10]=2)[CH:5]=[CH:4][C:3]=1[NH:31][C:32]([CH2:34][C:35]1([CH2:38][C:39]([NH:41][C:42]2[CH:47]=[CH:46][C:45]([F:48])=[CH:44][CH:43]=2)=[O:40])[CH2:37][CH2:36]1)=[O:33].[C:49]([OH:57])(=[O:56])[C@H:50]([CH2:52][C:53]([OH:55])=[O:54])[OH:51]>C(O)C>[C:49]([OH:57])(=[O:56])[C@H:50]([CH2:52][C:53]([OH:55])=[O:54])[OH:51].[F:1][C:2]1[CH:7]=[C:6]([O:8][C:9]2[CH:14]=[CH:13][N:12]=[C:11]([NH:15][C:16]([N:18]3[CH2:19][CH2:20][CH:21]([N:24]4[CH2:29][CH2:28][N:27]([CH3:30])[CH2:26][CH2:25]4)[CH2:22][CH2:23]3)=[O:17])[CH:10]=2)[CH:5]=[CH:4][C:3]=1[NH:31][C:32]([CH2:34][C:35]1([CH2:38][C:39]([NH:41][C:42]2[CH:47]=[CH:46][C:45]([F:48])=[CH:44][CH:43]=2)=[O:40])[CH2:37][CH2:36]1)=[O:33] |f:3.4|. Procedure details: N-(2-Fluoro-4-{[2-({[4-(4-methylpiperazin-1-yl)piperidin-1-yl]carbonyl}amino)pyridin-4-yl]oxy}phenyl)-N′-(4-fluorophenyl)cyclopropane-1,1-dicarboxyamide (31.4 mg) was suspended in ethanol (0.317 ml). (2S)-Malic acid (5.7 mg) was added to the suspension at room temperature, and the mixture was stirred at 50° C. to form a solution. The reaction mixture was stirred at room temperature for 18 hours. The precipitate was collected by filtration and washed with ethanol (0.158 ml, 2 times). It was then ... The reactants are [BH4-], CNC(=S)C1(n2cnc([N+](=O)[O-])c2)CCCCC1=O, CO, [Cl-], [NH4+], [Na+], O. The product is CNC(=S)C1(n2cnc([N+](=O)[O-])c2)CCCCC1O. RXN SMILES: [BH4-:20].[CH3:1][NH:2][C:3](=[S:4])[C:5]1([n:12]2[cH:13][n:14][c:15]([N+:17](=[O:18])[O-:19])[cH:16]2)[C:6](=[O:11])[CH2:7][CH2:8][CH2:9][CH2:10]1.[CH3:25][OH:26].[Cl-:22].[NH4+:23].[Na+:21].[OH2:24]>>[CH3:1][NH:2][C:3](=[S:4])[C:5]1([n:12]2[cH:13][n:14][c:15]([N+:17](=[O:18])[O-:19])[cH:16]2)[CH:6]([OH:11])[CH2:7][CH2:8][CH2:9][CH2:10]1.